Dataset: the Open Reaction Database (ORD), a public repository of structured organic reaction records. Task: describe an organic reaction: reactants, conditions, products, and yield Reactants: FC=1C=C2C(C(=CN(C2=C(C1F)F)C1(CC1)C)C(=O)O)=O (6,7,8-trifluoro-1,4-dihydro-1-(1-methylcyclopropyl)-4-oxo-3-quinolinecarboxylic acid), 1,8-diazobicyclo[5.4.0]undec-7-ene, C(C)NCC1CNCC1 (3-[(ethylamino)methyl]pyrrolidine). Run in C(C)#N (acetonitrile). Product: C(C)NCC1CN(CC1)C1=C(C=C2C(C(=CN(C2=C1F)C1(CC1)C)C(=O)O)=O)F (7-[3-[(ethylamino)methyl]-1-pyrrolidinyl]-6,8-difluoro 1,4-dihydro-1-(1-methylcyclopropyl)-4-oxo-3-quinolinecarboxylic acid). Isolated yield 72.9%. As a reaction SMILES: [F:1][C:2]1[CH:3]=[C:4]2[C:9](=[C:10]([F:13])[C:11]=1F)[N:8]([C:14]1([CH3:17])[CH2:16][CH2:15]1)[CH:7]=[C:6]([C:18]([OH:20])=[O:19])[C:5]2=[O:21].[CH2:22]([NH:24][CH2:25][CH:26]1[CH2:30][CH2:29][NH:28][CH2:27]1)[CH3:23]>C(#N)C>[CH2:22]([NH:24][CH2:25][CH:26]1[CH2:30][CH2:29][N:28]([C:11]2[C:10]([F:13])=[C:9]3[C:4]([C:5](=[O:21])[C:6]([C:18]([OH:20])=[O:19])=[CH:7][N:8]3[C:14]3([CH3:17])[CH2:16][CH2:15]3)=[CH:3][C:2]=2[F:1])[CH2:27]1)[CH3:23]. Procedure details: To 0.75 g (2.57 mmol) of 6,7,8-trifluoro-1,4-dihydro-1-(1-methylcyclopropyl)-4-oxo-3-quinolinecarboxylic acid in 15.0 ml of acetonitrile was added 0.38 g (2.57 mmol) of 1,8-diazobicyclo[5.4.0]undec-7-ene and 0.32 g (2.57 mmol) of 3-[(ethylamino)methyl]pyrrolidine. The mixture was refluxed for two hours and was cooled and filtered. The solids were washed with ether to afford 0.76 g of 7-[3-[(ethylamino)methyl]-1-pyrrolidinyl]-6,8-difluoro 1,4-dihydro-1-(1-methylcyclopropyl)-4-oxo-3-quinolinecarbo... The reactants are Cl.OC(C(OCC)=N)C1=CC(=C(C=C1)OC)C (ethyl 2-hydroxy-2-(4-methoxy-3-methylphenyl)ethanimidoate hydrochloride salt), C(C)(C)N(CC)C(C)C (Diisopropylethylamine), 1,2-ethyldiamine, C(CC)OC=1C=C(C=CC1)[Mg]Br (3-propyloxy phenylmagnesium bromide), S(=O)(Cl)Cl (thionyl chloride), N (ammonia). Solvent: C(C)#N (acetonitrile), C(Cl)(Cl)Cl (chloroform). Run at temperature -78 celsius. Yields the product N1C(=NCC1)C(C1=CC(=CC=C1)OCCC)(C1=CC(=C(C=C1)OC)C)N ([4,5-Dihydro-1H-imidazol-2-yl(4-methoxy-3-methylphenyl)(3-propoxyphenyl)methyl]amine). RXN SMILES: Cl.O[CH:3]([C:9]1[CH:14]=[CH:13][C:12]([O:15][CH3:16])=[C:11]([CH3:17])[CH:10]=1)[C:4](=[NH:8])OCC.[CH2:18]([O:21][C:22]1[CH:23]=[C:24]([Mg]Br)[CH:25]=[CH:26][CH:27]=1)[CH2:19][CH3:20].[CH:30]([N:33](C(C)C)CC)(C)[CH3:31].S(Cl)(Cl)=O.[NH3:43]>C(Cl)(Cl)Cl.C(#N)C>[NH:33]1[CH2:30][CH2:31][N:8]=[C:4]1[C:3]([NH2:43])([C:9]1[CH:14]=[CH:13][C:12]([O:15][CH3:16])=[C:11]([CH3:17])[CH:10]=1)[C:26]1[CH:25]=[CH:24][CH:23]=[C:22]([O:21][CH2:18][CH2:19][CH3:20])[CH:27]=1 |f:0.1|. Procedure details: Using a procedure analogous to the one disclosed in U.S. Pat. No. 3,926,994 and employing ethyl 2-hydroxy-2-(4-methoxy-3-methylphenyl)ethanimidoate hydrochloride salt with 1,2-ethyldiamine, and subsequent reaction with 3-propyloxy phenylmagnesium bromide was dissolved in chloroform (20 mL) gave a reaction mixture. Diisopropylethylamine (2 mL) was added to the reaction mixture, followed by thionyl chloride (1 mL). After 1 hour the reaction mixture was diluted with acetonitrile and cooled to −78° ... Starting materials: C1(=CC=CC=C1)N(C(NN=CC1CC2=CC=CC(=C2CC1)OCC(=O)OC)=O)C1=CC=CC=C1 (Methyl [2-(4,4-diphenylsemicarbazonomethyl)-1,2,3,4-tetrahydronaphthalen-5-yl]oxyacetate), C(#N)[BH3-].[Na+] (sodium cyanoborohydride), C([O-])(O)=O.[Na+] (sodium bicarbonate), Cl (hydrochloric acid). As a reaction SMILES: [C:1]1([N:7]([C:29]2[CH:34]=[CH:33][CH:32]=[CH:31][CH:30]=2)[C:8](=[O:28])[NH:9][N:10]=[CH:11][CH:12]2[CH2:21][CH2:20][C:19]3[C:14](=[CH:15][CH:16]=[CH:17][C:18]=3[O:22][CH2:23][C:24]([O:26][CH3:27])=[O:25])[CH2:13]2)[CH:6]=[CH:5][CH:4]=[CH:3][CH:2]=1.C([BH3-])#N.[Na+].Cl.C(=O)(O)[O-].[Na+]>CO.O.C(O)(=O)C>[C:29]1([N:7]([C:1]2[CH:2]=[CH:3][CH:4]=[CH:5][CH:6]=2)[C:8](=[O:28])[NH:9][NH:10][CH2:11][CH:12]2[CH2:21][CH2:20][C:19]3[C:14](=[CH:15][CH:16]=[CH:17][C:18]=3[O:22][CH2:23][C:24]([O:26][CH3:27])=[O:25])[CH2:13]2)[CH:30]=[CH:31][CH:32]=[CH:33][CH:34]=1 |f:1.2,4.5|. Isolated yield 80.4%. Conditions: time 8 hour. Yields the product C1(=CC=CC=C1)N(C(NNCC1CC2=CC=CC(=C2CC1)OCC(=O)OC)=O)C1=CC=CC=C1 (Methyl [2-((4,4-diphenylsemicarbazido)methyl)-1,2,3,4-tetrahydronaphthalen-5-yl]oxyacetate). The solvent is CO (methanol), C(C)(=O)O (acetic acid), O (water). Procedure: To a solution of the compound prepared in example 13 (291 mg) in methanol (6.5 ml) was added sodium cyanoborohydride (42 mg) and added dropwise followed by acetic acid (1.45 ml). The mixture was stirred overnight at room temperature. After acidified by adding 2N hydrochloric acid until pH 1, the mixture was stirred for 30 min. The mixture was diluted with water. After neutralized by adding sodium bicarbonate until pH 7~8, the mixture was extracted with ethyl acetate. The extract was washed with ... The reactants are C(C)OC(=O)C1(CCN(CC1)CC1=CC=C(C=C1)C)S(=O)(=O)C1=CC=C(C=C1)OC (4-(4-methoxy-benzenesulfonyl)1-(4-methyl-benzyl)-piperidine-4-carboxylic acid ethyl ester), [OH-].[Na+] (sodium hydroxide), solid. The solvent is CO (methanol). The product is COC1=CC=C(C=C1)S(=O)(=O)C1(CCN(CC1)CC1=CC=C(C=C1)C)C(=O)O (4-(4-Methoxy-benzenesulfonyl)1-(4-methyl-benzyl)-piperidine-4-carboxylic acid). As a reaction SMILES: C([O:3][C:4]([C:6]1([S:20]([C:23]2[CH:28]=[CH:27][C:26]([O:29][CH3:30])=[CH:25][CH:24]=2)(=[O:22])=[O:21])[CH2:11][CH2:10][N:9]([CH2:12][C:13]2[CH:18]=[CH:17][C:16]([CH3:19])=[CH:15][CH:14]=2)[CH2:8][CH2:7]1)=[O:5])C.[OH-].[Na+]>CO>[CH3:30][O:29][C:26]1[CH:25]=[CH:24][C:23]([S:20]([C:6]2([C:4]([OH:5])=[O:3])[CH2:7][CH2:8][N:9]([CH2:12][C:13]3[CH:14]=[CH:15][C:16]([CH3:19])=[CH:17][CH:18]=3)[CH2:10][CH2:11]2)(=[O:22])=[O:21])=[CH:28][CH:27]=1 |f:1.2|. Procedure details: 4-(4-Methoxy-benzenesulfonyl)1-(4-methyl-benzyl)-piperidine-4-carboxylic acid was prepared starting from 4-(4-methoxy-benzenesulfonyl)1-(4-methyl-benzyl)-piperidine-4-carboxylic acid ethyl ester (4.3 g, 9.9 mmol) dissolve in methanol (30 mL), 10 N sodium hydroxide (10 mL), tetrahydrohydrofuran (20 mL). The resulting reaction mixture was worked up as outlined in example 83. Yield 1.6 g (40%). white solid mp 207-208° C., MS: 404.3 (M+H)+. Reactants: C(C)OC(CN1C(C(C2=CC=CC=C12)(NC(=O)NC1=CC=C(C=C1)C)CC(=O)NC1=CC=C(C=C1)C)=O)OCC ((RS)-1-(2,2-diethoxyethyl)-3-((4-methylphenyl)aminocarbonylmethyl)-3-(N'-(4-methylphenyl)ureido)indolin-2-one), Cl (hydrochloric acid), O (water). Solvent: CC(=O)C (acetone). Run at time 2 hour. Product: C(=O)CN1C(C(C2=CC=CC=C12)(NC(=O)NC1=CC=C(C=C1)C)CC(=O)NC1=CC=C(C=C1)C)=O ((RS)-1-(Formylmethyl)-3-((4-methylphenyl)aminocarbonylmethyl)-3-(N'-(4-methylphenyl)ureido)indolin-2-one). Yield: 78.8%. RXN SMILES: C([O:3][CH:4](OCC)[CH2:5][N:6]1[C:14]2[C:9](=[CH:10][CH:11]=[CH:12][CH:13]=2)[C:8]([CH2:26][C:27]([NH:29][C:30]2[CH:35]=[CH:34][C:33]([CH3:36])=[CH:32][CH:31]=2)=[O:28])([NH:15][C:16]([NH:18][C:19]2[CH:24]=[CH:23][C:22]([CH3:25])=[CH:21][CH:20]=2)=[O:17])[C:7]1=[O:37])C.Cl.O>CC(C)=O>[CH:4]([CH2:5][N:6]1[C:14]2[C:9](=[CH:10][CH:11]=[CH:12][CH:13]=2)[C:8]([CH2:26][C:27]([NH:29][C:30]2[CH:31]=[CH:32][C:33]([CH3:36])=[CH:34][CH:35]=2)=[O:28])([NH:15][C:16]([NH:18][C:19]2[CH:24]=[CH:23][C:22]([CH3:25])=[CH:21][CH:20]=2)=[O:17])[C:7]1=[O:37])=[O:3]. Procedure details: To a solution of 4.32 g of (RS)-1-(2,2-diethoxyethyl)-3-((4-methylphenyl)aminocarbonylmethyl)-3-(N'-(4-methylphenyl)ureido)indolin-2-one in 50 ml of acetone was added 5 ml of 2N hydrochloric acid, and the mixture was stirred at room temperature for 2 hours. The reaction mixture was poured into water, and the thus formed precipitate was collected by filtration and washed with ethyl ether to obtain 2.94 g (79%) of the title compound.